This data is from the Open Reaction Database (ORD), a public repository of structured organic reaction records. The task is: describe an organic reaction: reactants, conditions, products, and yield Reactants: ClC1=NC(=NC(=N1)N1CCOCC1)N1CCOCC1 (4,4′-(6-chloro-1,3,5-triazine-2,4-diyl)dimorpholine), N1=CC(=CC=C1)B1OC(C)(C)C(C)(C)O1 (3-pyridineboronic acid pinacol ester). Run in CCCCCC.C(C)(=O)OCC (hexane ethyl acetate). Product: N1=CC(=CC=C1)C1=NC(=NC(=N1)N1CCOCC1)N1CCOCC1 (4,4′-(6-(pyridin-3-yl)-1,3,5-triazine-2,4-diyl)dimorpholine). RXN SMILES: Cl[C:2]1[N:7]=[C:6]([N:8]2[CH2:13][CH2:12][O:11][CH2:10][CH2:9]2)[N:5]=[C:4]([N:14]2[CH2:19][CH2:18][O:17][CH2:16][CH2:15]2)[N:3]=1.[N:20]1[CH:25]=[CH:24][CH:23]=[C:22](B2OC(C)(C)C(C)(C)O2)[CH:21]=1>CCCCCC.C(OCC)(=O)C>[N:20]1[CH:25]=[CH:24][CH:23]=[C:22]([C:2]2[N:7]=[C:6]([N:8]3[CH2:13][CH2:12][O:11][CH2:10][CH2:9]3)[N:5]=[C:4]([N:14]3[CH2:19][CH2:18][O:17][CH2:16][CH2:15]3)[N:3]=2)[CH:21]=1 |f:2.3|. Procedure: Following the general procedure A, 4,4′-(6-chloro-1,3,5-triazine-2,4-diyl)dimorpholine was coupled with 3-pyridineboronic acid pinacol ester with reaction time of 15 h. Chromatography (hexane/ethyl acetate 1:1) gave the title compound as a colorless solid. Reaction SMILES: [CH2:35]([CH2:36][O:37][CH3:38])[O:39][CH3:40].[Cl:27][CH:28]([C:29](=[O:30])[NH2:31])[S:32][CH3:33].[Cl:3][c:4]1[c:5]([OH:24])[cH:6][c:7](-[n:11]2[c:12](=[O:23])[n:13]([CH3:22])[c:14]([C:18]([F:19])([F:20])[F:21])[cH:15][c:16]2=[O:17])[c:8]([F:10])[cH:9]1.[H-:1].[I-:26].[Na+:25].[Na+:2].[OH2:34]>>[Cl:3][c:4]1[c:5]([O:24][CH:28]([C:29](=[O:30])[NH2:31])[S:32][CH3:33])[cH:6][c:7](-[n:11]2[c:12](=[O:23])[n:13]([CH3:22])[c:14]([C:18]([F:19])([F:20])[F:21])[cH:15][c:16]2=[O:17])[c:8]([F:10])[cH:9]1. The reactants are COCCOC, CSC(Cl)C(N)=O, Cn1c(C(F)(F)F)cc(=O)n(-c2cc(O)c(Cl)cc2F)c1=O, [H-], [I-], [Na+], [Na+], O. Product: CSC(Oc1cc(-n2c(=O)cc(C(F)(F)F)n(C)c2=O)c(F)cc1Cl)C(N)=O. The reactants are O=C1N(C(C2=CC=CC=C12)=O)[C@@H]1C(N2C(C3=C(C1)C=CC=C3)CCC=C2)=O ((S)-7-[(1,3-dihydro-1,3-dioxo-2H-isoindol-2-yl)]-1,2,6,7,8,12b-hexahydro-6-oxopyrido[2,1-a][2]benzazepine), O (water), S(O)(O)(=O)=O (sulfuric acid), C(=O)O (formic acid). The solvent is C(C)(=O)OCC.CCCCCC (ethyl acetate hexane). Conditions: time 18 hour. Yields the product O=C1N(C(C2=CC=CC=C12)=O)C1C(N2C(C3=C(C1)C=CC=C3)CCC[C@H]2C(=O)O)=O ((S)-7-[(1,3-Dihydro-1,3-dioxo-2H-isoindol-2-yl)]-1,2,3,4,6,7,8,12b-octahydro-6-oxopyrido[2,1-a][2]benzazepine-4-carboxylic acid). Reaction SMILES: [O:1]=[C:2]1[C:10]2[C:5](=[CH:6][CH:7]=[CH:8][CH:9]=2)[C:4](=[O:11])[N:3]1[C@H:12]1[CH2:18][C:17]2[CH:19]=[CH:20][CH:21]=[CH:22][C:16]=2[CH:15]2[CH2:23][CH2:24][CH:25]=[CH:26][N:14]2[C:13]1=[O:27].S(=O)(=O)(O)O.[CH:33]([OH:35])=[O:34].O>C(OCC)(=O)C.CCCCCC>[O:1]=[C:2]1[C:10]2[C:5](=[CH:6][CH:7]=[CH:8][CH:9]=2)[C:4](=[O:11])[N:3]1[CH:12]1[CH2:18][C:17]2[CH:19]=[CH:20][CH:21]=[CH:22][C:16]=2[CH:15]2[CH2:23][CH2:24][CH2:25][C@@H:26]([C:33]([OH:35])=[O:34])[N:14]2[C:13]1=[O:27] |f:4.5|. Reported procedure: Combine (S)-7-[(1,3-dihydro-1,3-dioxo-2H-isoindol-2-yl)]-1,2,6,7,8,12b-hexahydro-6-oxopyrido[2,1-a][2]benzazepine (32 mg, 0.09 mmol) and sulfuric acid (1.0 mL, 95-98%) in a pressure vessel. Add 96% formic acid (200 μL) and quickly seal the vessel. After 18 hours, add water (10 mL). Extract the reaction mixture with ethyl acetate. Extract the organic layer with saturated aqueous potassium carbonate solution (5×10 mL). Combine the aqueous layers and carefully acidify with aqueous 12M hydrochloric ... The reactants are CC(C)C[Al+]CC(C)C, CCCC1CCC(c2ccc(-c3ccc(C4CCC(CCC)OC4=O)c(F)c3F)c(F)c2F)CC1, Cc1ccccc1, O=CO, [H-], Cc1ccccc1. The product is CCCC1CCC(c2ccc(-c3ccc(C4CCC(CCC)OC4O)c(F)c3F)c(F)c2F)CC1. RXN SMILES: [CH2:51]([Al+:52][CH2:53][CH:54]([CH3:55])[CH3:56])[CH:57]([CH3:58])[CH3:59].[CH2:8]([CH2:9][CH3:10])[CH:11]1[CH2:12][CH2:13][CH:14]([c:18]2[c:19]([F:42])[c:20]([F:41])[c:21](-[c:24]3[c:25]([F:40])[c:26]([F:39])[c:27]([CH:30]4[CH2:31][CH2:32][CH:33]([CH2:36][CH2:37][CH3:38])[CH2:34][CH2:35]4)[cH:28][cH:29]3)[cH:22][cH:23]2)[C:15](=[O:17])[O:16]1.[CH3:1][c:2]1[cH:3][cH:4][cH:5][cH:6][cH:7]1.[CH:60]([OH:61])=[O:62].[H-:50].[c:43]1([CH3:44])[cH:45][cH:46][cH:47][cH:48][cH:49]1>>[CH2:8]([CH2:9][CH3:10])[CH:11]1[CH2:12][CH2:13][CH:14]([c:18]2[c:19]([F:42])[c:20]([F:41])[c:21](-[c:24]3[c:25]([F:40])[c:26]([F:39])[c:27]([CH:30]4[CH2:31][CH2:32][CH:33]([CH2:36][CH2:37][CH3:38])[CH2:34][CH2:35]4)[cH:28][cH:29]3)[cH:22][cH:23]2)[CH:15]([OH:17])[O:16]1. The reactants are O (water), C(CCCCCC)O (1-Heptanol), BrC=1C=CC(=C(C#N)C1)F (5-bromo-2-fluorobenzonitrile), [H-].[Na+] (sodium hydride). Run in CN(C=O)C (N,N-dimethylformamide). Conditions: time 1 hour. Product: BrC=1C=CC(=C(C#N)C1)OCCCCCCC (5-bromo-2-heptyloxybenzonitrile). Isolated yield 86.1%. RXN SMILES: [CH2:1]([OH:8])[CH2:2][CH2:3][CH2:4][CH2:5][CH2:6][CH3:7].[H-].[Na+].[Br:11][C:12]1[CH:13]=[CH:14][C:15](F)=[C:16]([CH:19]=1)[C:17]#[N:18].O>CN(C)C=O>[Br:11][C:12]1[CH:13]=[CH:14][C:15]([O:8][CH2:1][CH2:2][CH2:3][CH2:4][CH2:5][CH2:6][CH3:7])=[C:16]([CH:19]=1)[C:17]#[N:18] |f:1.2|. Procedure: 1-Heptanol (1.55 g) was dissolved in N,N-dimethylformamide (24 ml), and sodium hydride (0.321 g) was added at room temperature. The mixture was stirred for 1 hr, 5-bromo-2-fluorobenzonitrile (2.43 g) was added, and the mixture was further stirred for 50 min. The reaction mixture was poured into water, extracted with ethyl acetate, washed with water and saturated brine, and dried over anhydrous sodium sulfate. The solvent was evaporated under reduced pressure. To consume the starting material, 5-... The reactants are COC(C(CNC(C1=CC=C(C=C1)C(C1=CC=C(C=C1)C1=CCCCC1)NC(=O)NC1=CC(=CC(=C1)Cl)Cl)=O)F)=O ((RS)-3-{4-[1-(4-cyclohex-1-enylphenyl)-3-(3,5-dichlorophenyl)ureidomethyl]benzoylamino}-2-fluoropropionic acid methyl ester). Solvent: C1CCOC1 (THF), CO (methanol). Product: C1(=CCCCC1)C1=CC=C(C=C1)C(C1=CC=C(C(=O)NCC(C(=O)O)F)C=C1)NC(=O)NC1=CC(=CC(=C1)Cl)Cl ((RS)-3-{4-[1-(4-Cyclohex-1-enylphenyl)3-(3,5-dichlorophenyl)ureidomethyl]benzoylamino}-2-fluoropropionic acid). Reaction SMILES: C[O:2][C:3](=[O:41])[CH:4]([F:40])[CH2:5][NH:6][C:7](=[O:39])[C:8]1[CH:13]=[CH:12][C:11]([CH:14]([NH:27][C:28]([NH:30][C:31]2[CH:36]=[C:35]([Cl:37])[CH:34]=[C:33]([Cl:38])[CH:32]=2)=[O:29])[C:15]2[CH:20]=[CH:19][C:18]([C:21]3[CH2:26][CH2:25][CH2:24][CH2:23][CH:22]=3)=[CH:17][CH:16]=2)=[CH:10][CH:9]=1>C1COCC1.CO>[C:21]1([C:18]2[CH:17]=[CH:16][C:15]([CH:14]([NH:27][C:28]([NH:30][C:31]3[CH:32]=[C:33]([Cl:38])[CH:34]=[C:35]([Cl:37])[CH:36]=3)=[O:29])[C:11]3[CH:12]=[CH:13][C:8]([C:7]([NH:6][CH2:5][CH:4]([F:40])[C:3]([OH:41])=[O:2])=[O:39])=[CH:9][CH:10]=3)=[CH:20][CH:19]=2)[CH2:26][CH2:25][CH2:24][CH2:23][CH:22]=1. Procedure details: Hydrolysis of (RS)-3-{4-[1-(4-cyclohex-1-enylphenyl)-3-(3,5-dichlorophenyl)ureidomethyl]benzoylamino}-2-fluoropropionic acid methyl ester in a mixture of THF and methanol afforded the title compound. The reactants are 23.5, FC1=CC=C(C=C1)CNC=1C(=CC=CC1)N (N-(4-fluorophenylmethyl)-1,2-benzenediamine), Cl (hydrochloric acid), N#CN (cyanamide), [OH-].[Na+] (sodium hydroxide). The solvent is O (water), CN(C=O)C (N,N-dimethylformamide), ClC(Cl)Cl (trichloromethane). Conditions: temperature 100 celsius, time 3 hour. Product: FC1=CC=C(C=C1)CN1C(=NC2=C1C=CC=C2)N (1-(4-fluorophenylmethyl)-1H-benzimidazol-2-amine). The yield is 9.5%. Reaction SMILES: [F:1][C:2]1[CH:7]=[CH:6][C:5]([CH2:8][NH:9][C:10]2[C:11]([NH2:16])=[CH:12][CH:13]=[CH:14][CH:15]=2)=[CH:4][CH:3]=1.Cl.[N:18]#[C:19]N.[OH-].[Na+]>O.CN(C)C=O.ClC(Cl)Cl>[F:1][C:2]1[CH:3]=[CH:4][C:5]([CH2:8][N:9]2[C:10]3[CH:15]=[CH:14][CH:13]=[CH:12][C:11]=3[N:16]=[C:19]2[NH2:18])=[CH:6][CH:7]=1 |f:3.4|. Procedure: To a stirred mixture of 23.5 parts of N-(4-fluorophenylmethyl)-1,2-benzenediamine and 14.4 parts of concentrated hydrochloric acid were added dropwise 9 parts of cyanamide at 100° C. After stirring for 3 hours at 100° C., there were added dropwise 10.5 parts of a sodium hydroxide solution 50%. Upon completion, stirring was continued overnight at reflux temperature. The reaction mixture was cooled and taken up in a mixture of water, trichloromethane and N,N-dimethylformamide. The organic phase wa... Reactants: NCCCN1C(=NC=2C(=NC(=C(C21)C)C)N)COCC (1-(3-aminopropyl)-2-(ethoxymethyl)-6,7-dimethyl-1H-imidazo[4,5-c]pyridin-4-amine), C(C(C)C)(=O)Cl (isobutyryl chloride). The product is NC1=NC(=C(C2=C1N=C(N2CCCNC(C(C)C)=O)COCC)C)C (N-{3-[4-amino-2-(ethoxymethyl)-6,7-dimethyl-1H-imidazo[4,5-c]pyridin-1-yl]propyl}-2-methylpropanamide). The yield is 59.2%. As a reaction SMILES: [NH2:1][CH2:2][CH2:3][CH2:4][N:5]1[C:13]2[C:12]([CH3:14])=[C:11]([CH3:15])[N:10]=[C:9]([NH2:16])[C:8]=2[N:7]=[C:6]1[CH2:17][O:18][CH2:19][CH3:20].[C:21](Cl)(=[O:25])[CH:22]([CH3:24])[CH3:23]>>[NH2:16][C:9]1[C:8]2[N:7]=[C:6]([CH2:17][O:18][CH2:19][CH3:20])[N:5]([CH2:4][CH2:3][CH2:2][NH:1][C:21](=[O:25])[CH:22]([CH3:24])[CH3:23])[C:13]=2[C:12]([CH3:14])=[C:11]([CH3:15])[N:10]=1. Procedure details: Using the method of Example 19, 1-(3-aminopropyl)-2-(ethoxymethyl)-6,7-dimethyl-1H-imidazo[4,5-c]pyridin-4-amine (1.00 g, 3.6 mmol) was reacted with isobutyryl chloride (0.42 mL, 40 mmol) to provide 0.74 g of N-{3-[4-amino-2-(ethoxymethyl)-6,7-dimethyl-1H-imidazo[4,5-c]pyridin-1-yl]propyl}-2-methylpropanamide as an off white solid, m.p. 179.1–179.7° C. Starting materials: O1[C@H](COC2=C1C=CC=C2)C(=O)Cl ((2R)-2,3-dihydrobenzo[1,4]dioxin-2-ylcarboxylic acid chloride), NCC1(CC2=C1C1=C(C=CO1)C=C2)C2(CCCC2)O (1-[7-(Aminomethyl)-6,7-dihydrocyclobuta[g][1]benzofuran-7-yl]cyclopentanol). Run in ClCCl (dichloromethane), C(C)(C)N(CC)C(C)C (diisopropylethylamine), O (water). Run at time 48 hour. Yields the product OC1(CCCC1)C1(CC2=C1C1=C(C=CO1)C=C2)CNC(=O)[C@H]2COC1=C(O2)C=CC=C1 ((2R)-N-{[7-(1-Hydroxycyclopentyl)-6,7-dihydrocyclobuta[g][1]benzofuran-7-yl]methyl}-2,3-dihydro-1,4-benzodioxine-2-carboxamide). Reaction SMILES: [O:1]1[C:6]2[CH:7]=[CH:8][CH:9]=[CH:10][C:5]=2[O:4][CH2:3][C@@H:2]1[C:11](Cl)=[O:12].[NH2:14][CH2:15][C:16]1([C:27]2([OH:32])[CH2:31][CH2:30][CH2:29][CH2:28]2)[C:19]2[C:20]3[O:24][CH:23]=[CH:22][C:21]=3[CH:25]=[CH:26][C:18]=2[CH2:17]1>ClCCl.C(N(C(C)C)CC)(C)C.O>[OH:32][C:27]1([C:16]2([CH2:15][NH:14][C:11]([C@@H:2]3[O:1][C:6]4[CH:7]=[CH:8][CH:9]=[CH:10][C:5]=4[O:4][CH2:3]3)=[O:12])[C:19]3[C:20]4[O:24][CH:23]=[CH:22][C:21]=4[CH:25]=[CH:26][C:18]=3[CH2:17]2)[CH2:31][CH2:30][CH2:29][CH2:28]1. Procedure: A solution of 762 mg of (2R)-2,3-dihydrobenzo[1,4]dioxin-2-ylcarboxylic acid chloride is added, at 0° C., to 900 mg of the compound obtained in Step A in 30 ml of dichloromethane and 1.2 ml of diisopropylethylamine. After 48 hours at room temperature, the reaction mixture is diluted with water and extracted with dichloromethane. Conventional treatment of the organic phases enables, after evaporation under reduced pressure, the expected product to be isolated in the form of a meringue.